This data is from the Open Reaction Database (ORD), a public repository of structured organic reaction records. The task is: describe an organic reaction: reactants, conditions, products, and yield Starting materials: Cl.N1CCC(CC1)CCC(=O)N1C[C@@H](CCC1)C(=O)NC=1C=C(C(=O)O)C=CC1 (3-[(R)-1-[3-(4-piperidyl)propanoyl]-3-piperidylcarbonyl]aminobenzoic acid hydrochloride), C(=O)(O)[O-].[Na+] (NaHCO3). The product is N1CCC(CC1)CCC(=O)N1C[C@@H](CCC1)C(=O)NC=1C=C(C(=O)O)C=CC1 (3-[(R)-1-[3-(4-piperidyl)propanoyl]-3-piperidylcarbonyl]aminobenzoic acid). The yield is 80.1%. RXN SMILES: Cl.[NH:2]1[CH2:7][CH2:6][CH:5]([CH2:8][CH2:9][C:10]([N:12]2[CH2:17][CH2:16][CH2:15][C@@H:14]([C:18]([NH:20][C:21]3[CH:22]=[C:23]([CH:27]=[CH:28][CH:29]=3)[C:24]([OH:26])=[O:25])=[O:19])[CH2:13]2)=[O:11])[CH2:4][CH2:3]1.C([O-])(O)=O.[Na+]>>[NH:2]1[CH2:3][CH2:4][CH:5]([CH2:8][CH2:9][C:10]([N:12]2[CH2:17][CH2:16][CH2:15][C@@H:14]([C:18]([NH:20][C:21]3[CH:22]=[C:23]([CH:27]=[CH:28][CH:29]=3)[C:24]([OH:26])=[O:25])=[O:19])[CH2:13]2)=[O:11])[CH2:6][CH2:7]1 |f:0.1,2.3|. Procedure: A solution of 3-[(R)-1-[3-(4-piperidyl)propanoyl]-3-piperidylcarbonyl]aminobenzoic acid hydrochloride (1 g) was neutralized by saturated aqueous NaHCO3, desalted by using the resin of HP-20 eluting with H2O: isopropanol=(1:1), then freeze-dried to give 3-[(R)-1-[3-(4-piperidyl)propanoyl]-3-piperidylcarbonyl]aminobenzoic acid (732 mg 80.1%). Starting materials: O=[N+]([O-])c1ccc(F)cc1F, N. The product is Nc1cc(F)ccc1[N+](=O)[O-]. Reaction SMILES: [F:1][c:2]1[c:3]([N+:9](=[O:10])[O-:11])[cH:4][cH:5][c:6]([F:8])[cH:7]1.[NH3:12]>>[c:2]1([NH2:12])[c:3]([N+:9](=[O:10])[O-:11])[cH:4][cH:5][c:6]([F:8])[cH:7]1.